From a dataset of the Open Reaction Database (ORD), a public repository of structured organic reaction records. describe an organic reaction: reactants, conditions, products, and yield The reactants are C(CCC)N(CCCC)CCCC (tributylamine), FC(P(OC(C)C)(OC(C)C)=O)(P(OC(C)C)(OC(C)C)=O)F (tetraisopropyl difluoromethylenediphosphonate), C[Si](C)(C)Br (trimethylsilyl bromide). The solvent is CN(C)C=O (DMF), C(C)#N (acetonitrile). Reaction conditions: temperature 41 celsius, time 24 hour. Product: FC(P(O)(O)=O)(P(O)(O)=O)F (difluoromethylenediphosphonic acid). The yield is 300.4%. RXN SMILES: [F:1][C:2]([F:23])([P:13](=[O:22])([O:18]C(C)C)[O:14]C(C)C)[P:3](=[O:12])([O:8]C(C)C)[O:4]C(C)C.C[Si](Br)(C)C.C(N(CCCC)CCCC)CCC>C(#N)C.CN(C=O)C>[F:23][C:2]([F:1])([P:3](=[O:4])([OH:12])[OH:8])[P:13](=[O:14])([OH:18])[OH:22]. Procedure details: To a stirred solution of tetraisopropyl difluoromethylenediphosphonate (2.0 g, 5.26 mmol) in anhydrous acetonitrile (30 mL) was added dropwise trimethylsilyl bromide (4.17 mL, 31.58 mmol). The resulting solution was stirred at 40-42° C. for 24 h, concentrated to dryness, and coevaporated with anhydrous acetonitrile once. The residue was re-dissolved in an acetonitrile/water mixture, and then coevaporated with DMF. The residue was dissolved in a DMF solution of tributylamine (1.93 g, 2.48 mL, 10.... Reactants: CC(C)(C)OC(=O)N1CCCC1COc1cncc(Br)c1, CC(C)(C)[O-], Cc1ccccc1, [Na+], O=C(C=Cc1ccccc1)C=Cc1ccccc1, O=C(C=Cc1ccccc1)C=Cc1ccccc1, c1ccc(OCCC2CCNCC2)cc1, O=C(C=Cc1ccccc1)C=Cc1ccccc1, [Pd], [Pd], CC1(C)c2cccc(P(c3ccccc3)c3ccccc3)c2Oc2c(P(c3ccccc3)c3ccccc3)cccc21. Product: CC(C)(C)OC(=O)N1CCCC1COc1cncc(N2CCC(CCOc3ccccc3)CC2)c1. RXN SMILES: [Br:1][c:2]1[cH:3][n:4][cH:5][c:6]([O:8][CH2:9][CH:10]2[N:11]([C:15](=[O:16])[O:17][C:18]([CH3:19])([CH3:20])[CH3:21])[CH2:12][CH2:13][CH2:14]2)[cH:7]1.[CH3:37][C:38]([CH3:39])([O-:40])[CH3:41].[CH3:85][c:86]1[cH:87][cH:88][cH:89][cH:90][cH:91]1.[Na+:42].[O:112]=[C:113]([CH:114]=[CH:115][c:116]1[cH:117][cH:118][cH:119][cH:120][cH:121]1)[CH:122]=[CH:123][c:124]1[cH:125][cH:126][cH:127][cH:128][cH:129]1.[O:130]=[C:131]([CH:132]=[CH:133][c:134]1[cH:135][cH:136][cH:137][cH:138][cH:139]1)[CH:140]=[CH:141][c:142]1[cH:143][cH:144][cH:145][cH:146][cH:147]1.[O:22]([c:23]1[cH:24][cH:25][cH:26][cH:27][cH:28]1)[CH2:29][CH2:30][CH:31]1[CH2:32][CH2:33][NH:34][CH2:35][CH2:36]1.[O:94]=[C:95]([CH:96]=[CH:97][c:98]1[cH:99][cH:100][cH:101][cH:102][cH:103]1)[CH:104]=[CH:105][c:106]1[cH:107][cH:108][cH:109][cH:110][cH:111]1.[Pd:92].[Pd:93].[c:43]1([P:44]([c:45]2[cH:46][cH:47][cH:48][cH:49][cH:50]2)[c:51]2[c:52]3[c:76]([cH:77][cH:78][cH:79]2)[C:73]([CH3:74])([CH3:75])[c:55]2[c:54]([c:59]([P:60]([c:61]4[cH:62][cH:63][cH:64][cH:65][cH:66]4)[c:67]4[cH:68][cH:69][cH:70][cH:71][cH:72]4)[cH:58][cH:57][cH:56]2)[O:53]3)[cH:80][cH:81][cH:82][cH:83][cH:84]1>>[c:2]1([N:34]2[CH2:33][CH2:32][CH:31]([CH2:30][CH2:29][O:22][c:23]3[cH:24][cH:25][cH:26][cH:27][cH:28]3)[CH2:36][CH2:35]2)[cH:3][n:4][cH:5][c:6]([O:8][CH2:9][CH:10]2[N:11]([C:15](=[O:16])[O:17][C:18]([CH3:19])([CH3:20])[CH3:21])[CH2:12][CH2:13][CH2:14]2)[cH:7]1. Starting materials: C(Br)(Br)(Br)Br (carbon tetrabromide), N1(CCOCC1)CCO (2-morpholin-4-yl-ethanol), C1(=CC=CC=C1)P(C1=CC=CC=C1)C1=CC=CC=C1 (triphenylphosphine). Run in ClCCl (dichloromethane). Reaction conditions: time 8 hour. Product: BrCCN1CCOCC1 (4-(2-bromo-ethyl)-morpholine). Yield: 59.8%. As a reaction SMILES: [N:1]1([CH2:7][CH2:8]O)[CH2:6][CH2:5][O:4][CH2:3][CH2:2]1.C(Br)(Br)(Br)[Br:11].C1(P(C2C=CC=CC=2)C2C=CC=CC=2)C=CC=CC=1>ClCCl>[Br:11][CH2:8][CH2:7][N:1]1[CH2:6][CH2:5][O:4][CH2:3][CH2:2]1. Reported procedure: To a mixture of 0.656 g (5 mmole) of 2-morpholin-4-yl-ethanol and 20 mL of dichloromethane at 0 degrees was added 2.49 g (7.5 mmole) of carbon tetrabromide and then 1.57 g (6 mmole) of triphenylphosphine. The mixture was stirred at ambient temperature overnight. The mixture was concentrated under reduced pressure and 50 mL of hexanes was added. The solid was removed by filtration and the filtrate was concentrated under reduced pressure. Purification of the residue by silica gel chromatography, e... The reactants are S(=O)(=O)(O)O.NC=1N=C(NC(C1N)=O)C1=C(C=CC=C1)OCCC (4,5-diamino-2-(2-propoxyphenyl)pyrimidin-6-one sulphate), S(O)(O)(=O)=O (sulphuric acid), C(=O)N (formamide). The product is C(CC)OC1=C(C=CC=C1)C1=NC(C2=NC=NC2=N1)=O (2-(2-Propoxyphenyl)-6-purinone). As a reaction SMILES: S(O)(O)(=O)=O.[NH2:6][C:7]1[N:8]=[C:9]([C:15]2[CH:20]=[CH:19][CH:18]=[CH:17][C:16]=2[O:21][CH2:22][CH2:23][CH3:24])[NH:10][C:11](=[O:14])[C:12]=1[NH2:13].S(=O)(=O)(O)O.[CH:30](N)=O>>[CH2:22]([O:21][C:16]1[CH:17]=[CH:18][CH:19]=[CH:20][C:15]=1[C:9]1[N:8]=[C:7]2[C:12](=[N:13][CH:30]=[N:6]2)[C:11](=[O:14])[N:10]=1)[CH2:23][CH3:24] |f:0.1|. Procedure details: A stirred mixture of 4,5-diamino-2-(2-propoxyphenyl)pyrimidin-6-one sulphate (1.5 g) (prepared by the addition of concentrated sulphuric acid to an ethanolic solution of the free base) and formamide (15 ml) was heated in an oil bath (temp. 190°-200° C.) for 70 minutes. When cool the mixture was filtered and the collected solid was washed with ethanol to give a crude product (1.1 g), m.p. 254°-259° C., which was recrystallised from ethanol to give the title compound, 0.72 g, m.p. 263°-265° C.